Task: describe an organic reaction: reactants, conditions, products, and yield. Dataset: the Open Reaction Database (ORD), a public repository of structured organic reaction records Starting materials: CC(C)(C)c1nnc(Br)s1, CCO, NN, O, O. Product: CC(C)(C)c1nnc(NN)s1. As a reaction SMILES: [Br:4][c:5]1[s:6][c:7]([C:10]([CH3:11])([CH3:12])[CH3:13])[n:8][n:9]1.[CH3:15][CH2:16][OH:17].[NH2:2][NH2:3].[OH2:14].[OH2:1]>>[NH:2]([NH2:3])[c:5]1[s:6][c:7]([C:10]([CH3:11])([CH3:12])[CH3:13])[n:8][n:9]1.